From a dataset of the Open Reaction Database (ORD), a public repository of structured organic reaction records. describe an organic reaction: reactants, conditions, products, and yield Reaction conditions: time 20 minute. Reaction SMILES: [CH3:1][N:2]1[C:10]2[CH:9]=[CH:8][CH:7]=[CH:6][C:5]=2[C:4]2[O:11][C:12]([C:16]([NH2:18])=O)=[CH:13][C:14](=[O:15])[C:3]1=2.C1(C)C=CC(S(Cl)(=O)=O)=CC=1.N1C=CC=CC=1>CN(C=O)C>[CH3:1][N:2]1[C:10]2[CH:9]=[CH:8][CH:7]=[CH:6][C:5]=2[C:4]2[O:11][C:12]([C:16]#[N:18])=[CH:13][C:14](=[O:15])[C:3]1=2. Procedure details: A mixture of 10.5 g (43.3 mmole) 4,5-dihydro-5-methyl-4-oxopyrano[3,2-b]indole-2-carboxamide, 12.6 g (66.2 mmole) p-toluenesulfonyl chloride, and 10.3 g (10.5 ml, 130 mmole) of pyridine in 55 ml DMF was heated under nitrogen on a steam bath for 4 hr. The cooled mixture was added to 500 g ice/water, stirred for 20 min, and the pink solid was filtered and washed with cold water. Two recrystallizations from ethanol yielded light pink needles of mp 190°-192° C. The product is CN1C2=C(C=3C=CC=CC13)OC(=CC2=O)C#N (4,5-Dihydro-5-methyl-4-oxopyrano[3,2-b]indole-2-carbonitrile). The reactants are ice water, CN1C2=C(C=3C=CC=CC13)OC(=CC2=O)C(=O)N (4,5-dihydro-5-methyl-4-oxopyrano[3,2-b]indole-2-carboxamide), C1(=CC=C(C=C1)S(=O)(=O)Cl)C (p-toluenesulfonyl chloride), N1=CC=CC=C1 (pyridine). Run in CN(C)C=O (DMF).